describe an organic reaction: reactants, conditions, products, and yield From a dataset of the Open Reaction Database (ORD), a public repository of structured organic reaction records. Starting materials: O1C=CC2=C1CN(CC2)C(CCCCS(=O)(=O)C2=CC=CC=C2)=O (1-(5,7-dihydro-4H-furo[2,3-c]pyridin-6-yl)-5-phenylsulfonylpentan-1-one), CNC (dimethylamine), C=O (formaldehyde). Run in C(C)(=O)O (acetic acid). Reaction conditions: temperature 100 celsius, time 20 minute. Yields the product CN(C)CC1=CC2=C(CN(CC2)C(CCCCS(=O)(=O)C2=CC=CC=C2)=O)O1 (1-(2-dimethylaminomethyl-5,7-dihydro-4H-furo[2,3-c]pyridin-6-yl)-5-phenylsulfonylpentan-1-one). RXN SMILES: [O:1]1[C:5]2[CH2:6][N:7]([C:10](=[O:24])[CH2:11][CH2:12][CH2:13][CH2:14][S:15]([C:18]3[CH:23]=[CH:22][CH:21]=[CH:20][CH:19]=3)(=[O:17])=[O:16])[CH2:8][CH2:9][C:4]=2[CH:3]=[CH:2]1.[CH3:25][NH:26][CH3:27].[CH2:28]=O>C(O)(=O)C>[CH3:25][N:26]([CH2:28][C:2]1[O:1][C:5]2[CH2:6][N:7]([C:10](=[O:24])[CH2:11][CH2:12][CH2:13][CH2:14][S:15]([C:18]3[CH:23]=[CH:22][CH:21]=[CH:20][CH:19]=3)(=[O:17])=[O:16])[CH2:8][CH2:9][C:4]=2[CH:3]=1)[CH3:27]. Reported procedure: To a solution of 0.300 g (0.863 mmol) of 1-(5,7-dihydro-4H-furo[2,3-c]pyridin-6-yl)-5-phenylsulfonylpentan-1-one in 20 ml of acetic acid, 0.117 ml (1.29 mmol) of 50% aqueous dimethylamine and 0.105 ml (1.29 mmol) of 37% aqueous formaldehyde were added, followed by stirring at 100° C. for 20 minutes. After the solvent was distilled off under reduced pressure, the residual solution was alkalified with 1N aqueous sodium hydroxide and extracted with dichloromethane 2 times. The combined organic laye... The reactants are ClCCl, CC(C)(C)OC(=O)N1CCCN(Cc2ccc(C(O)(C(F)(F)F)C(F)(F)F)cc2)CC1, O=C(O)C(F)(F)F. Product: OC(c1ccc(CN2CCCNCC2)cc1)(C(F)(F)F)C(F)(F)F. RXN SMILES: [Cl:39][CH2:40][Cl:41].[F:1][C:2]([C:3]([C:4]([F:5])([F:6])[F:7])([OH:8])[c:9]1[cH:10][cH:11][c:12]([CH2:13][N:14]2[CH2:15][CH2:16][N:17]([C:21]([O:22][C:23]([CH3:24])([CH3:25])[CH3:26])=[O:27])[CH2:18][CH2:19][CH2:20]2)[cH:28][cH:29]1)([F:30])[F:31].[OH:32][C:33]([C:34]([F:35])([F:36])[F:37])=[O:38]>>[F:1][C:2]([C:3]([C:4]([F:5])([F:6])[F:7])([OH:8])[c:9]1[cH:10][cH:11][c:12]([CH2:13][N:14]2[CH2:15][CH2:16][NH:17][CH2:18][CH2:19][CH2:20]2)[cH:28][cH:29]1)([F:30])[F:31].